From a dataset of the Open Reaction Database (ORD), a public repository of structured organic reaction records. describe an organic reaction: reactants, conditions, products, and yield Starting materials: OC1=C(C(=O)O)C=CC(=C1)O (2,4-dihydroxybenzoic acid), C(=O)([O-])[O-].[K+].[K+] (K2CO3), C(C1=CC=CC=C1)Br (benzyl bromide). Run in CC(=O)C (acetone). Reaction conditions: time 4 hour. Product: C(C1=CC=CC=C1)OC1=C(C(=O)O)C=CC(=C1)OCC1=CC=CC=C1 (2,4-Dibenzyloxy Benzoic Acid). As a reaction SMILES: [OH:1][C:2]1[CH:10]=[C:9]([OH:11])[CH:8]=[CH:7][C:3]=1[C:4]([OH:6])=[O:5].C([O-])([O-])=O.[K+].[K+].[CH2:18](Br)[C:19]1[CH:24]=[CH:23][CH:22]=[CH:21][CH:20]=1>CC(C)=O>[CH2:18]([O:1][C:2]1[CH:10]=[C:9]([O:11][CH2:4][C:3]2[CH:7]=[CH:8][CH:9]=[CH:10][CH:2]=2)[CH:8]=[CH:7][C:3]=1[C:4]([OH:6])=[O:5])[C:19]1[CH:24]=[CH:23][CH:22]=[CH:21][CH:20]=1 |f:1.2.3|. Procedure details: A solution of 2,4-dihydroxybenzoic acid (5 g), anhydrous K2CO3 (40 g) and benzyl bromide (16 mL) in acetone (100 mL) was refluxed for 4 hours. After filtration of solid, the filtrate was concentrated. The residue was stirred at room temperature with KOH (6 g), and methanol (20 mL) for 4 hours, and neutralized with dilute HCl (pH 2). The solid thus formed was filtered and recrystallized from a methanol-chloroform mixture (3:1) to get 3.5 g of the product. Concentration of mother liquor gave an ad... Starting materials: step-iii, FC1=C(CN2N=CC(=C2)C2=CN(C3=NC=C(C=C32)C=3C=C(C=CC3)NS(=O)(=O)C)S(=O)(=O)C3=CC=C(C)C=C3)C=C(C=C1)F (N-(3-(3-(1-(2,5-difluorobenzyl)-1H-pyrazol-4-yl)-1-tosyl-1H-pyrrolo[2,3-b]pyridin-5-yl)phenyl) methanesulfonamide), [OH-].[Li+] (lithium hydroxide). Run in C1CCOC1.O.CO (THF water methanol). The product is FC1=C(CN2N=CC(=C2)C2=CNC3=NC=C(C=C32)C=3C=C(C=CC3)NS(=O)(=O)C)C=C(C=C1)F (N-(3-(3-(1-(2,5-difluorobenzyl)-1H-pyrazol-4-yl)-1H-pyrrolo[2,3-b]pyridin-5-yl)phenyl) methanesulfonamide). Yield: 90.9%. Reaction SMILES: [F:1][C:2]1[CH:43]=[CH:42][C:41]([F:44])=[CH:40][C:3]=1[CH2:4][N:5]1[CH:9]=[C:8]([C:10]2[C:18]3[C:13](=[N:14][CH:15]=[C:16]([C:19]4[CH:20]=[C:21]([NH:25][S:26]([CH3:29])(=[O:28])=[O:27])[CH:22]=[CH:23][CH:24]=4)[CH:17]=3)[N:12](S(C3C=CC(C)=CC=3)(=O)=O)[CH:11]=2)[CH:7]=[N:6]1.[OH-].[Li+]>C1COCC1.O.CO>[F:1][C:2]1[CH:43]=[CH:42][C:41]([F:44])=[CH:40][C:3]=1[CH2:4][N:5]1[CH:9]=[C:8]([C:10]2[C:18]3[C:13](=[N:14][CH:15]=[C:16]([C:19]4[CH:20]=[C:21]([NH:25][S:26]([CH3:29])(=[O:27])=[O:28])[CH:22]=[CH:23][CH:24]=4)[CH:17]=3)[NH:12][CH:11]=2)[CH:7]=[N:6]1 |f:1.2,3.4.5|. Procedure details: Using similar reaction conditions as described in step-iii of example-1, N-(3-(3-(1-(2,5-difluorobenzyl)-1H-pyrazol-4-yl)-1-tosyl-1H-pyrrolo[2,3-b]pyridin-5-yl)phenyl) methanesulfonamide (250 mg, 0.39 mmol) was hydrolyzed with lithium hydroxide (66 mg, 1.57 mmol) in THF/water/methanol (5/4/3 ml) mixture to afford 170 mg (89.94% yield) of the pure product. 1H NMR (DMSO-d6, 300 MHz): δ 11.83 (s, 1H), 8.47-8.32 (m, 3H), 7.97 (s, 1H), 7.799-7.794 (d, 1H), 7.64-7.55 (m, 3H), 7.49-7.44 (m, 3H), 7.32-7... Reactants: [Mg] (magnesium), [Cl-].[NH4+] (ammonium chloride), BrC1=CC=C(C=C)C=C1 (4-bromostyrene), [Mg] (magnesium), CC1(COC2(C[C@]34CC[C@H]5[C@@H]6CCC([C@@]6(C)CC=C5[C@@]3(CC2)O4)=O)OC1)C (5,10-epoxy-5α,10α-estr-9(11)-ene-3,17-dione 3-(2,2-dimethylpropane-1,3-diyl) ketal). Reagents/catalysts: [Cu]Cl (copper(I) chloride), BrCCBr (1,2-dibromoethane). Solvent: O1CCCC1 (tetrahydrofuran), O1CCCC1 (tetrahydrofuran), O1CCCC1 (tetrahydrofuran). Run at time 1 hour. The product is CC1(COC2(C[C@@]3(CC[C@H]4[C@@H]5CCC([C@@]5(C)C[C@@H](C4=C3CC2)C2=CC=C(C=C2)C=C)=O)O)OC1)C (11β-(4-Ethenylphenyl)-5-hydroxy-5α-estr-9-ene-3,17-dione 3-(2,2-dimethyl-propane-1,3-diyl) ketal). Yield: 62.2%. As a reaction SMILES: [Mg].Br[C:3]1[CH:10]=[CH:9][C:6]([CH:7]=[CH2:8])=[CH:5][CH:4]=1.[CH3:11][C:12]1([CH3:37])[CH2:36][O:35][C:15]2([CH2:32][CH2:31][C@:30]34[O:33][C@:17]3([CH2:18][CH2:19][C@@H:20]3[C:29]4=[CH:28][CH2:27][C@@:25]4([CH3:26])[C@H:21]3[CH2:22][CH2:23][C:24]4=[O:34])[CH2:16]2)[O:14][CH2:13]1.[Cl-].[NH4+]>O1CCCC1.BrCCBr.[Cu]Cl>[CH3:11][C:12]1([CH3:37])[CH2:13][O:14][C:15]2([CH2:32][CH2:31][C:30]3[C@@:17]([OH:33])([CH2:18][CH2:19][C@@H:20]4[C:29]=3[C@@H:28]([C:3]3[CH:10]=[CH:9][C:6]([CH:7]=[CH2:8])=[CH:5][CH:4]=3)[CH2:27][C@@:25]3([CH3:26])[C@H:21]4[CH2:22][CH2:23][C:24]3=[O:34])[CH2:16]2)[O:35][CH2:36]1 |f:3.4|. Reported procedure: 3.3 g of magnesium turnings are placed in 14 ml of absolute tetrahydrofuran under inert gas and one drop of 1,2-dibromoethane is added. After the reaction has started, a solution of 25 g of 4-bromostyrene in 137 ml of absolute tetrahydrofuran is slowly added dropwise so that the internal temperature remains in the range from 40 to 45° C. The reaction mixture is subsequently stirred for one hour until the magnesium has completely reacted. 2.26 g of copper(I) chloride are then added to the mixture... Starting materials: COc1cc(N)cc(OC)c1OC, CN(C)C=O, CCOC(C)=O, C(=NC1CCCCC1)=NC1CCCCC1, On1nnc2ccccc21, O=C(O)C1CSC(c2cccnc2)N1. Yields the product COc1cc(NC(=O)C2CSC(c3cccnc3)N2)cc(OC)c1OC. RXN SMILES: [CH3:15][O:16][c:17]1[cH:18][c:19]([NH2:20])[cH:21][c:22]([O:26][CH3:27])[c:23]1[O:24][CH3:25].[CH3:53][N:54]([CH3:55])[CH:56]=[O:57].[CH3:58][CH2:59][O:60][C:61](=[O:62])[CH3:63].[CH:28]1([N:29]=[C:30]=[N:31][CH:32]2[CH2:33][CH2:34][CH2:35][CH2:36][CH2:37]2)[CH2:38][CH2:39][CH2:40][CH2:41][CH2:42]1.[OH:43][n:44]1[c:45]2[cH:46][cH:47][cH:48][cH:49][c:50]2[n:51][n:52]1.[n:1]1[cH:2][c:3]([CH:7]2[S:8][CH2:9][CH:10]([C:12](=[O:13])[OH:14])[NH:11]2)[cH:4][cH:5][cH:6]1>>[n:1]1[cH:2][c:3]([CH:7]2[S:8][CH2:9][CH:10]([C:12](=[O:14])[NH:20][c:19]3[cH:18][c:17]([O:16][CH3:15])[c:23]([O:24][CH3:25])[c:22]([O:26][CH3:27])[cH:21]3)[NH:11]2)[cH:4][cH:5][cH:6]1.